Dataset: the Open Reaction Database (ORD), a public repository of structured organic reaction records. Task: describe an organic reaction: reactants, conditions, products, and yield The reactants are C1CCNC1, CS(=O)(=O)c1ccc(-n2nc(C(F)(F)F)cc2-c2ccc(Br)cc2)cc1, C#Cc1ccccc1, c1ccc(P(c2ccccc2)(c2ccccc2)[Pd](P(c2ccccc2)(c2ccccc2)c2ccccc2)(P(c2ccccc2)(c2ccccc2)c2ccccc2)P(c2ccccc2)(c2ccccc2)c2ccccc2)cc1. Product: CS(=O)(=O)c1ccc(-n2nc(C(F)(F)F)cc2-c2ccc(C#Cc3ccccc3)cc2)cc1. As a reaction SMILES: [CH2:35]1[CH2:36][NH:37][CH2:38][CH2:39]1.[CH3:1][S:2](=[O:3])(=[O:4])[c:5]1[cH:6][cH:7][c:8](-[n:11]2[n:12][c:13]([C:23]([F:24])([F:25])[F:26])[cH:14][c:15]2-[c:16]2[cH:17][cH:18][c:19]([Br:22])[cH:20][cH:21]2)[cH:9][cH:10]1.[c:27]1([C:33]#[CH:34])[cH:28][cH:29][cH:30][cH:31][cH:32]1.[cH:40]1[cH:41][cH:42][c:43]([P:44]([Pd:45]([P:46]([c:47]2[cH:48][cH:49][cH:50][cH:51][cH:52]2)([c:53]2[cH:54][cH:55][cH:56][cH:57][cH:58]2)[c:59]2[cH:60][cH:61][cH:62][cH:63][cH:64]2)([P:65]([c:66]2[cH:67][cH:68][cH:69][cH:70][cH:71]2)([c:72]2[cH:73][cH:74][cH:75][cH:76][cH:77]2)[c:78]2[cH:79][cH:80][cH:81][cH:82][cH:83]2)[P:84]([c:85]2[cH:86][cH:87][cH:88][cH:89][cH:90]2)([c:91]2[cH:92][cH:93][cH:94][cH:95][cH:96]2)[c:97]2[cH:98][cH:99][cH:100][cH:101][cH:102]2)([c:103]2[cH:104][cH:105][cH:106][cH:107][cH:108]2)[c:109]2[cH:110][cH:111][cH:112][cH:113][cH:114]2)[cH:115][cH:116]1>>[CH3:1][S:2](=[O:3])(=[O:4])[c:5]1[cH:6][cH:7][c:8](-[n:11]2[n:12][c:13]([C:23]([F:24])([F:25])[F:26])[cH:14][c:15]2-[c:16]2[cH:17][cH:18][c:19]([C:34]#[C:33][c:27]3[cH:28][cH:29][cH:30][cH:31][cH:32]3)[cH:20][cH:21]2)[cH:9][cH:10]1. Reactants: O=c1[nH]cc(Br)nc1Br, [Na+], [Na+], [Na+], O=C([O-])[O-], [OH-], O, CCOS(=O)(=O)OCC. The product is CCn1cc(Br)nc(Br)c1=O. RXN SMILES: [Br:1][c:2]1[c:3](=[O:9])[nH:4][cH:5][c:6]([Br:8])[n:7]1.[Na+:11].[Na+:12].[Na+:13].[O-:14][C:15](=[O:16])[O-:17].[OH-:10].[OH2:27].[S:18]([O:19][CH2:20][CH3:21])([O:24][CH2:22][CH3:23])(=[O:25])=[O:26]>>[Br:1][c:2]1[c:3](=[O:9])[n:4]([CH2:22][CH3:23])[cH:5][c:6]([Br:8])[n:7]1. Starting materials: C=CCI, O=c1ccc2c(F)cc(F)cc2[nH]1, [H-], [Na+], CN(C)C=O, O. Yields the product C=CCn1c(=O)ccc2c(F)cc(F)cc21. As a reaction SMILES: [CH2:16]([CH:17]=[CH2:18])[I:19].[F:1][c:2]1[c:3]2[cH:4][cH:5][c:6](=[O:13])[nH:7][c:8]2[cH:9][c:10]([F:12])[cH:11]1.[H-:14].[Na+:15].[O:21]=[CH:22][N:23]([CH3:24])[CH3:25].[OH2:20]>>[F:1][c:2]1[c:3]2[cH:4][cH:5][c:6](=[O:13])[n:7]([CH2:18][CH:17]=[CH2:16])[c:8]2[cH:9][c:10]([F:12])[cH:11]1. Starting materials: C=C(C)CN(CC)C(=O)c1cc([N+](=O)[O-])ccc1Br, CC[N+](CC)(CC)CC, CC(=O)[O-], O=C[O-], [Cl-], [Na+], [Na+], CC(=O)[O-], CC(=O)[O-], CN(C)C=O, [Pd+2]. Yields the product CCN1CC(C)(C)c2ccc([N+](=O)[O-])cc2C1=O. As a reaction SMILES: [Br:1][c:2]1[c:3]([C:4](=[O:5])[N:6]([CH2:7][C:8](=[CH2:9])[CH3:10])[CH2:11][CH3:12])[cH:13][c:14]([N+:17](=[O:18])[O-:19])[cH:15][cH:16]1.[CH2:30]([N+:31]([CH2:32][CH3:33])([CH2:34][CH3:35])[CH2:36][CH3:37])[CH3:38].[CH3:25][C:26](=[O:27])[O-:28].[CH:20]([O-:21])=[O:22].[Cl-:29].[Na+:23].[Na+:24].[O-:45][C:46]([CH3:47])=[O:48].[O-:49][C:50]([CH3:51])=[O:52].[O:39]=[CH:40][N:41]([CH3:42])[CH3:43].[Pd+2:44]>>[c:2]12[c:3]([cH:13][c:14]([N+:17](=[O:18])[O-:19])[cH:15][cH:16]1)[C:4](=[O:5])[N:6]([CH2:11][CH3:12])[CH2:7][C:8]2([CH3:9])[CH3:10]. Starting materials: N1=C(C=CC=C1)C(=O)NO (pyridine-2-hydroxamic acid), [H-].[Na+] (sodium hydride), C(C)I (ethyl iodide). The solvent is C(C)O (ethanol). Product: C(C)ON=C(O)C1=NC=CC=C1 (N-Ethoxy-pyridine-2-carboximidic Acid). Isolated yield 98.7%. RXN SMILES: [N:1]1[CH:6]=[CH:5][CH:4]=[CH:3][C:2]=1[C:7]([NH:9][OH:10])=[O:8].[H-].[Na+].[CH2:13](I)[CH3:14]>C(O)C>[CH2:13]([O:10][N:9]=[C:7]([C:2]1[CH:3]=[CH:4][CH:5]=[CH:6][N:1]=1)[OH:8])[CH3:14] |f:1.2|. Reported procedure: 7 g (0.05 mol) of pyridine-2-hydroxamic acid and 1.4 g (0.05 mol) of sodium hydride were dissolved in 100 ml of ethanol, and 8 g (0.05 mol) of ethyl iodide was gradually dropwise added thereto with stirring. After the dropwise addition, the reaction solution was stirred for 2 hours under reflux condition. After completion of the reaction, the ethanol was distilled off under reduced pressure. To the residue were added suitable amounts of methylene chloride and water, whereby the desired product w...